This data is from the Open Reaction Database (ORD), a public repository of structured organic reaction records. The task is: describe an organic reaction: reactants, conditions, products, and yield Starting materials: C(#N)C1=C(C=CC=C1)O (2-cyanophenol), C(C1=CC=CC=C1)Br (benzyl bromide). Product: C(C1=CC=CC=C1)OC1=C(C#N)C=CC=C1 (2-Benzyloxybenzonitrile). As a reaction SMILES: [C:1]([C:3]1[CH:8]=[CH:7][CH:6]=[CH:5][C:4]=1[OH:9])#[N:2].[CH2:10](Br)[C:11]1[CH:16]=[CH:15][CH:14]=[CH:13][CH:12]=1>>[CH2:10]([O:9][C:4]1[CH:5]=[CH:6][CH:7]=[CH:8][C:3]=1[C:1]#[N:2])[C:11]1[CH:16]=[CH:15][CH:14]=[CH:13][CH:12]=1. Reported procedure: The title compound was prepared in a similar manner to that described in Reference Example 20 using 2-cyanophenol instead of tert-butyl N-(3′-hydroxybiphenyl-4-ylmethyl)-carbamate and benzyl bromide instead of 1-bromopropane. The reactants are N1=CNC2=C1C=CC=C2 (benzimidazole), Formula IV, N1=CNC2=C1C=CC=C2 (benzimidazole), CN(C)C=O (DMF), [H-].[Na+] (sodium hydride), FC1=CC=C(CCl)C=C1 (4-fluorobenzyl chloride). Run in C(C)(=O)OCC (ethyl acetate), O (water), C1(=CC=CC=C1)C (toluene). Reaction conditions: time 30 minute. The product is FC1=CC=C(C=C1)CN1C=NC2=C1C=CC=C2 ([(4-fluorophenyl)methyl]-1H-benzimidazole). RXN SMILES: [N:1]1[C:5]2[CH:6]=[CH:7][CH:8]=[CH:9][C:4]=2[NH:3][CH:2]=1.CN(C=O)C.[H-].[Na+].[F:17][C:18]1[CH:25]=[CH:24][C:21]([CH2:22]Cl)=[CH:20][CH:19]=1>C1(C)C=CC=CC=1.C(OCC)(=O)C.O>[F:17][C:18]1[CH:25]=[CH:24][C:21]([CH2:22][N:1]2[C:5]3[CH:6]=[CH:7][CH:8]=[CH:9][C:4]=3[N:3]=[CH:2]2)=[CH:20][CH:19]=1 |f:2.3|. Procedure: The purpose of this example is to demonstrate one method for the preparation of a benzimidazole derivative of Formula IV. To a stirred, room temperature, solution of benzimidazole (11.8 g, 1.00×10-1 mole) and dry DMF (100 ml) was added portion-wise sodium hydride (4.4 g, 1.1×10-1 mole, 60% oil dispersion). After ca. 30 minutes, 4-fluorobenzyl chloride (14.6 g, 1.01×10-1 mole) Was added. The reaction was stirred at room temperature for ca. 17 hours and was then poured into a separatory funnel con... Reactants: N#Cc1ccc(C(=O)Cl)cc1, C1CCOC1, CC(N)(C#N)Cn1nc2c(Cl)cc(Cl)c(Cl)c2n1. The product is CC(C#N)(Cn1nc2c(Cl)cc(Cl)c(Cl)c2n1)NC(=O)c1ccc(C#N)cc1. As a reaction SMILES: [C:1](#[N:2])[c:3]1[cH:4][cH:5][c:6]([C:7](=[O:8])[Cl:9])[cH:10][cH:11]1.[CH2:30]1[O:31][CH2:32][CH2:33][CH2:34]1.[NH2:12][C:13]([C:14]#[N:15])([CH2:16][n:17]1[n:18][c:19]2[c:20]([n:21]1)[c:22]([Cl:28])[cH:23][c:24]([Cl:27])[c:25]2[Cl:26])[CH3:29]>>[C:1](#[N:2])[c:3]1[cH:4][cH:5][c:6]([C:7](=[O:8])[NH:12][C:13]([C:14]#[N:15])([CH2:16][n:17]2[n:18][c:19]3[c:20]([n:21]2)[c:22]([Cl:28])[cH:23][c:24]([Cl:27])[c:25]3[Cl:26])[CH3:29])[cH:10][cH:11]1. Procedure details: To a stirring solution of 3-[2-(3-{3-[(2-Chloro-3-trifluoromethyl-benzyl)-diphenylethyl-amino]-propoxy}-phenyl)-ethanoylamino]-propionic acid tert-butyl ester (110 mg, 0.15 mmol) in Et2O (5 mL) was added 1M HCl in Et2O (0.46 ml, 0.46 mmol). The mixture was stirred at room temperature for 18 hours. Purification by preparative HPLC (YMC, 75×30 mm, 25 ml/min, 40–100% CH3CN:H2O) afforded the desired carboxylic acid. Treatment of the tertiary amine/carboxylic acid with 1 N HCl (Et2O) followed by conc... As a reaction SMILES: C([O:5][C:6](=[O:50])[CH2:7][CH2:8][NH:9][C:10](=[O:49])[CH2:11][C:12]1[CH:17]=[CH:16][CH:15]=[C:14]([O:18][CH2:19][CH2:20][CH2:21][N:22]([CH2:37][C:38]2[CH:43]=[CH:42][CH:41]=[C:40]([C:44]([F:47])([F:46])[F:45])[C:39]=2[Cl:48])[CH2:23][CH:24]([C:31]2[CH:36]=[CH:35][CH:34]=[CH:33][CH:32]=2)[C:25]2[CH:30]=[CH:29][CH:28]=[CH:27][CH:26]=2)[CH:13]=1)(C)(C)C.Cl>CCOCC>[ClH:48].[Cl:48][C:39]1[C:40]([C:44]([F:45])([F:46])[F:47])=[CH:41][CH:42]=[CH:43][C:38]=1[CH2:37][N:22]([CH2:23][CH:24]([C:25]1[CH:30]=[CH:29][CH:28]=[CH:27][CH:26]=1)[C:31]1[CH:32]=[CH:33][CH:34]=[CH:35][CH:36]=1)[CH2:21][CH2:20][CH2:19][O:18][C:14]1[CH:13]=[C:12]([CH2:11][C:10]([NH:9][CH2:8][CH2:7][C:6]([OH:50])=[O:5])=[O:49])[CH:17]=[CH:16][CH:15]=1 |f:3.4|. Conditions: time 18 hour. Yields the product Cl.ClC1=C(CN(CCCOC=2C=C(C=CC2)CC(=O)NCCC(=O)O)CC(C2=CC=CC=C2)C2=CC=CC=C2)C=CC=C1C(F)(F)F (3-[2-(3-{3-[(2-Chloro-3-trifluoromethyl-benzyl)-diphenylethyl-amino]-propoxy}-phenyl)-ethanoylamino]-propionic acid hydrochloride salt). Solvent: CCOCC (Et2O), CCOCC (Et2O). The reactants are C(C)(C)(C)OC(CCNC(CC1=CC(=CC=C1)OCCCN(CC(C1=CC=CC=C1)C1=CC=CC=C1)CC1=C(C(=CC=C1)C(F)(F)F)Cl)=O)=O (3-[2-(3-{3-[(2-Chloro-3-trifluoromethyl-benzyl)-diphenylethyl-amino]-propoxy}-phenyl)-ethanoylamino]-propionic acid tert-butyl ester), Cl (HCl).